This data is from the Open Reaction Database (ORD), a public repository of structured organic reaction records. The task is: describe an organic reaction: reactants, conditions, products, and yield As a reaction SMILES: [CH3:1][C:2]([NH:5][C:6]1[N:11]=[C:10]([NH:12][C:13]([CH3:16])([CH3:15])[CH3:14])[CH:9]=[C:8]([N:17]2[CH2:22][CH2:21][NH:20][CH2:19][CH2:18]2)[N:7]=1)([CH3:4])[CH3:3].C(=O)([O-])[O-].[K+].[K+].[N+](C1C=CC(S(O[CH2:42][C:43](=[O:65])[C@@H:44]2[C@:61]3([CH3:62])[C@H:47]([C@H:48]4[C:58](=[CH:59][CH2:60]3)[C@:56]3([CH3:57])[C:51](=[CH:52][C:53](=[O:63])[CH:54]=[CH:55]3)[CH2:50][CH2:49]4)[CH2:46][C@H:45]2[CH3:64])(=O)=O)=CC=1)([O-])=O>CC(C)=O>[CH3:4][C:2]([NH:5][C:6]1[N:11]=[C:10]([NH:12][C:13]([CH3:14])([CH3:15])[CH3:16])[CH:9]=[C:8]([N:17]2[CH2:18][CH2:19][N:20]([CH2:42][C:43](=[O:65])[C@@H:44]3[C@:61]4([CH3:62])[C@H:47]([C@H:48]5[C:58](=[CH:59][CH2:60]4)[C@:56]4([CH3:57])[C:51](=[CH:52][C:53](=[O:63])[CH:54]=[CH:55]4)[CH2:50][CH2:49]5)[CH2:46][C@H:45]3[CH3:64])[CH2:21][CH2:22]2)[N:7]=1)([CH3:1])[CH3:3] |f:1.2.3|. Solvent: CC(=O)C (acetone). Starting materials: CC(C)(C)NC1=NC(=CC(=N1)NC(C)(C)C)N1CCNCC1 (2,4-bis(1,1-dimethylethylamino)-6-(1-piperazinyl}pyrimidine), C([O-])([O-])=O.[K+].[K+] (potassium carbonate), [N+](=O)([O-])C1=CC=C(C=C1)S(=O)(=O)OCC([C@H]1[C@@H](C[C@H]2[C@@H]3CCC4=CC(C=C[C@]4(C)C3=CC[C@]12C)=O)C)=O (21-(4-nitrobenzenesulfonyloxy)-16α-methylpregna-1,4,9(11)-triene-3,20-dione). The product is CC(C)(C)NC1=NC(=CC(=N1)NC(C)(C)C)N1CCN(CC1)CC([C@H]1[C@@H](C[C@H]2[C@@H]3CCC4=CC(C=C[C@]4(C)C3=CC[C@]12C)=O)C)=O (21-{4-[2,4-bis(1,1-dimethylethylamino)-6-pyrimidinyl]-1-piperazinyl}-16α-methylpregna-1,4,9(11) -triene-3,20-dione). Procedure details: After adding 1.40 g (4.57 moles) of 2,4-bis(1,1-dimethylethylamino)-6-(1-piperazinyl}pyrimidine and 0.63 g of potassium carbonate to a solution containing 2.00 g (3.805 mmoles) of 21-(4-nitrobenzenesulfonyloxy)-16α-methylpregna-1,4,9(11)-triene-3,20-dione in 100 ml of acetone, the reaction mixture is boiled under reflux for 8.5 hours, then evaporated. The residue is distributed between 40 ml of chloroform and 10 ml of water. The chloroform layer is dried and evaporated. The residue is purified o... Starting materials: O (water), FC1=C(C=C(C=C1)F)[N+](=O)[O-] (2,5-Difluoronitrobenzene), C(C1=CC=CC=C1)N1CCC(CC1)NC (1-benzyl-4-methylaminopiperidine), C([O-])([O-])=O.[K+].[K+] (potassium carbonate). Solvent: C(C)#N (acetonitrile). Yields the product C(C1=CC=CC=C1)N1CCC(CC1)N(C1=C(C=C(C=C1)F)[N+](=O)[O-])C (1-Benzyl-4-[N-methyl-N-(2-nitro-4-fluorophenyl)amino]piperidine). RXN SMILES: F[C:2]1[CH:7]=[CH:6][C:5]([F:8])=[CH:4][C:3]=1[N+:9]([O-:11])=[O:10].[CH2:12]([N:19]1[CH2:24][CH2:23][CH:22]([NH:25][CH3:26])[CH2:21][CH2:20]1)[C:13]1[CH:18]=[CH:17][CH:16]=[CH:15][CH:14]=1.C(=O)([O-])[O-].[K+].[K+].O>C(#N)C>[CH2:12]([N:19]1[CH2:24][CH2:23][CH:22]([N:25]([CH3:26])[C:2]2[CH:7]=[CH:6][C:5]([F:8])=[CH:4][C:3]=2[N+:9]([O-:11])=[O:10])[CH2:21][CH2:20]1)[C:13]1[CH:14]=[CH:15][CH:16]=[CH:17][CH:18]=1 |f:2.3.4|. Reported procedure: 2,5-Difluoronitrobenzene (2.69 ml, 24.84 mmol), 1-benzyl-4-methylaminopiperidine (EXAMPLE 9, 5.00 g, 24.84 mmol), and potassium carbonate (4.12 g, 29.81 mmol) are refluxed in acetonitrile for 21 hr. The mixture is then poured into water and extracted with chloroform. The extract is dried over sodium sulfate, filtered and concentrated. The concentrate is chromatographed (silica gel; ethyl acetate/hexane) to give the title compound, NMR (300 MHz, CD3OD) 7.45, 7.37, 7.29, 3.46, 2.99, 2.87, 2.64, 1....